This data is from the Open Reaction Database (ORD), a public repository of structured organic reaction records. The task is: describe an organic reaction: reactants, conditions, products, and yield Yields the product C(C)N1CCN(CC1)C1=NC(=CC2=CC=CC=C12)C1=CC=C(C=C1)C=O (1-(4-Ethylpiperazin-1-yl)-3-(4-formylphenyl)isoquinoline). Reported procedure: 3-[(1,3-Dioxolan-2-yl)phenyl]-1-(4-ethylpiperazin-1-yl)isoquinoline (4.50 g) was dissolved in methanol (50 ml), a 1N hydrochloric acid (50 ml) was added thereto, and then the mixture was reacted at 50° C. for 1 hr. The reaction solution was evaporated, basified with sodium carbonate, and extracted with ethyl acetate. The resulting organic layer was washed with water and brine in this order, dried and concentrated. The resulting residue was purified by silica gel column chromatography (methylene ... As a reaction SMILES: O1CCOC1[C:6]1[CH:11]=[CH:10][CH:9]=[CH:8][C:7]=1[C:12]1[N:13]=[C:14]([N:22]2[CH2:27][CH2:26][N:25]([CH2:28][CH3:29])[CH2:24][CH2:23]2)[C:15]2[C:20]([CH:21]=1)=[CH:19][CH:18]=[CH:17][CH:16]=2.Cl.[CH3:31][OH:32]>>[CH2:28]([N:25]1[CH2:26][CH2:27][N:22]([C:14]2[C:15]3[C:20](=[CH:19][CH:18]=[CH:17][CH:16]=3)[CH:21]=[C:12]([C:7]3[CH:8]=[CH:9][C:10]([CH:31]=[O:32])=[CH:11][CH:6]=3)[N:13]=2)[CH2:23][CH2:24]1)[CH3:29]. Reactants: O1C(OCC1)C1=C(C=CC=C1)C=1N=C(C2=CC=CC=C2C1)N1CCN(CC1)CC (3-[(1,3-Dioxolan-2-yl)phenyl]-1-(4-ethylpiperazin-1-yl)isoquinoline), CO (methanol), Cl (hydrochloric acid). Starting materials: NC1=CC2=C(N(C(=N2)SCC2=CN=CN2CCC)C)C=C1 (5-amino-1-methyl-2-(((1-propylimidazol-5-yl)methyl)sulfanyl)benzimidazole), C(CCC)OCCOC1=CC=C(C=C1)C=1C=CC2=C(C=C(CCN2CC(C)C)C(=O)O)C1 (7-[4-(2-butoxyethoxy)phenyl]-1-isobutyl-2,3-dihydro-1H-1-benzazepine-4-carboxylic acid), CN(C)C=O (DMF), S(=O)(Cl)Cl (thionyl chloride). The solvent is N1=CC=CC=C1 (pyridine), O1CCCC1 (tetrahydrofuran), O (water). Run at time 1 hour. The product is C(CCC)OCCOC1=CC=C(C=C1)C=1C=CC2=C(C=C(CCN2CC(C)C)C(=O)NC2=CC3=C(N(C(=N3)SCC3=CN=CN3CCC)C)C=C2)C1 (7-[4-(2-butoxyethoxy)phenyl]-1-isobutyl-N-[1-methyl-2-(((1-propylimidazol-5-yl)methyl)sulfanyl)benzimidazol-5-yl]-2,3-dihydro-1H-1-benzazepine-4-carboxamide). The yield is 66.6%. Reaction SMILES: [CH2:1]([O:5][CH2:6][CH2:7][O:8][C:9]1[CH:14]=[CH:13][C:12]([C:15]2[CH:16]=[CH:17][C:18]3[N:24]([CH2:25][CH:26]([CH3:28])[CH3:27])[CH2:23][CH2:22][C:21]([C:29]([OH:31])=O)=[CH:20][C:19]=3[CH:32]=2)=[CH:11][CH:10]=1)[CH2:2][CH2:3][CH3:4].CN(C=O)C.S(Cl)(Cl)=O.[NH2:42][C:43]1[CH:62]=[CH:61][C:46]2[N:47]([CH3:60])[C:48]([S:50][CH2:51][C:52]3[N:56]([CH2:57][CH2:58][CH3:59])[CH:55]=[N:54][CH:53]=3)=[N:49][C:45]=2[CH:44]=1>O1CCCC1.N1C=CC=CC=1.O>[CH2:1]([O:5][CH2:6][CH2:7][O:8][C:9]1[CH:10]=[CH:11][C:12]([C:15]2[CH:16]=[CH:17][C:18]3[N:24]([CH2:25][CH:26]([CH3:27])[CH3:28])[CH2:23][CH2:22][C:21]([C:29]([NH:42][C:43]4[CH:62]=[CH:61][C:46]5[N:47]([CH3:60])[C:48]([S:50][CH2:51][C:52]6[N:56]([CH2:57][CH2:58][CH3:59])[CH:55]=[N:54][CH:53]=6)=[N:49][C:45]=5[CH:44]=4)=[O:31])=[CH:20][C:19]=3[CH:32]=2)=[CH:13][CH:14]=1)[CH2:2][CH2:3][CH3:4]. Procedure: To a solution of 7-[4-(2-butoxyethoxy)phenyl]-1-isobutyl-2,3-dihydro-1H-1-benzazepine-4-carboxylic acid (174 mg) in tetrahydrofuran (10 ml) was added one droplet of DMF. Then, thionyl chloride (0.038 ml) was added to the mixture, and the mixture was stirred for 1 hour under nitrogen atmosphere. This solution was slowly added dropwise to a solution of 5-amino-1-methyl-2-(((1-propylimidazol-5-yl)methyl)sulfanyl)benzimidazole (120 mg) in pyridine (10 ml) at 0° C. under nitrogen atmosphere. The mixt... Reactants: NC1C(N(C2=C(C=C1)C=CC=C2)CC(=O)OCC)=O (3-amino-1-ethoxycarbonylmethyl-1H-[1]benzazepin-2-one), C(C)(=O)S[C@H](C(=O)O)[C@H](CC)C ((2S,3S)-2-acetylthio-3-methylvaleric acid). Yields the product C(C)(=O)S[C@H](C(=O)NC1C(N(C2=C(C=C1)C=CC=C2)CC(=O)OCC)=O)[C@H](CC)C (3-[(2S, 3S)-2-Acetylthio-3-methylvalerylamino]-1-ethoxycarbonylmethyl-1H-[1]benzazepin-2-one). Isolated yield 48.6%. As a reaction SMILES: [NH2:1][CH:2]1[CH:8]=[CH:7][C:6]2[CH:9]=[CH:10][CH:11]=[CH:12][C:5]=2[N:4]([CH2:13][C:14]([O:16][CH2:17][CH3:18])=[O:15])[C:3]1=[O:19].[C:20]([S:23][C@@H:24]([C@@H:28]([CH3:31])[CH2:29][CH3:30])[C:25](O)=[O:26])(=[O:22])[CH3:21]>>[C:20]([S:23][C@@H:24]([C@@H:28]([CH3:31])[CH2:29][CH3:30])[C:25]([NH:1][CH:2]1[CH:8]=[CH:7][C:6]2[CH:9]=[CH:10][CH:11]=[CH:12][C:5]=2[N:4]([CH2:13][C:14]([O:16][CH2:17][CH3:18])=[O:15])[C:3]1=[O:19])=[O:26])(=[O:22])[CH3:21]. Procedure details: 0.525 g (2 mmol) of 3-amino-1-ethoxycarbonylmethyl-1H-[1]benzazepin-2-one and 0.418 g (2.2 mmol) of (2S,3S)-2-acetylthio-3-methylvaleric acid were reacted in the same manner as that of Example A-2. Thus, 0.42 g of the title compound was obtained as a colorless amorphous product. Yield 48%.